The task is: describe an organic reaction: reactants, conditions, products, and yield. This data is from the Open Reaction Database (ORD), a public repository of structured organic reaction records. Reactants: ClC1=CC(=C(C(=N1)C(C)C)[N+](=O)[O-])C(C)C (6-chloro-2,4-diisopropyl-3-nitropyridine), [H][H] (hydrogen). Reagents/catalysts: [Ni] (Raney nickel). Solvent: O1CCCC1 (tetrahydrofuran). Yields the product ClC1=CC(=C(C(=N1)C(C)C)N)C(C)C (6-Chloro-2,4-diisopropyl-3-aminopyridine). As a reaction SMILES: [Cl:1][C:2]1[N:7]=[C:6]([CH:8]([CH3:10])[CH3:9])[C:5]([N+:11]([O-])=O)=[C:4]([CH:14]([CH3:16])[CH3:15])[CH:3]=1.[H][H]>O1CCCC1.[Ni]>[Cl:1][C:2]1[N:7]=[C:6]([CH:8]([CH3:9])[CH3:10])[C:5]([NH2:11])=[C:4]([CH:14]([CH3:16])[CH3:15])[CH:3]=1. Procedure: 30.0 g of 6-chloro-2,4-diisopropyl-3-nitropyridine are dissolved in 450 ml of tetrahydrofuran and, after the addition of 30.0 g of Raney nickel (suspended in ethanol), hydrogenated under a hydrogen pressure of 20 bar at from +30° C. to +35° C. The reaction mixture is filtered over diatomaceous earth and the filtrate is concentrated. The residue is purified by column chromatography on silica gel (eluant: ethyl acetate/hexane 3). 6-Chloro-2,4-diisopropyl-3-aminopyridine is obtained in the form of ... The reactants are C(C)(=O)N1C(C(C2=CC(=C(C=C12)OC)OC)=C(CC)OCC)=O (1-acetyl-3-(1-ethoxy-1-ethyl-methylidene)-5,6-dimethoxy-2-indolinone), NC1=CC=C(C=C1)CC(=O)OCC (ethyl 4-aminophenylacetate). Yields the product C(C)OC(=O)CC1=CC=C(N\C(\CC)=C\2/C(NC3=CC(=C(C=C23)OC)OC)=O)C=C1 (3-(Z)-{1-[4-(ethoxycarbonylmethyl)-anilino]-1-ethyl-methylidene}-5,6-dimethoxy-2-indolinone). As a reaction SMILES: C([N:4]1[C:12]2[C:7](=[CH:8][C:9]([O:15][CH3:16])=[C:10]([O:13][CH3:14])[CH:11]=2)[C:6](=[C:17](OCC)[CH2:18][CH3:19])[C:5]1=[O:23])(=O)C.[NH2:24][C:25]1[CH:30]=[CH:29][C:28]([CH2:31][C:32]([O:34][CH2:35][CH3:36])=[O:33])=[CH:27][CH:26]=1>>[CH2:35]([O:34][C:32]([CH2:31][C:28]1[CH:27]=[CH:26][C:25]([NH:24]/[C:17](=[C:6]2\[C:5](=[O:23])[NH:4][C:12]3[C:7]\2=[CH:8][C:9]([O:15][CH3:16])=[C:10]([O:13][CH3:14])[CH:11]=3)/[CH2:18][CH3:19])=[CH:30][CH:29]=1)=[O:33])[CH3:36]. Procedure details: Prepared from 1-acetyl-3-(1-ethoxy-1-ethyl-methylidene)-5,6-dimethoxy-2-indolinone and ethyl 4-aminophenylacetate Starting materials: C1(=CC=CC=C1)CCN1N=C(C(=C1)C(=O)OCC)N(CC1=CC=C(C=C1)C1=C(C=CC=C1)C1=NN=NN1C(C1=CC=CC=C1)(C1=CC=CC=C1)C1=CC=CC=C1)CCC (N-[1-(2-phenylethyl)-4-ethoxycarbonylpyrazol-3-yl]-N-[(2'-(N-triphenylmethyl-(1H-tetrazol-5-yl))biphenyl-4-yl)methyl]-n-propylamine), C[Si](C)(C)[N-][Si](C)(C)C.[Li+].CCCCCC (lithium bis(trimethylsilyl)amide hexane), BrC(C(F)(F)Br)(F)F (1,2-dibromo-1,1,2,2-tetrafluoroethane), [Cl-].[NH4+] (ammonium chloride). Run in CN1C(N(CCC1)C)=O (1,3-dimethyl-3,4,5,6-tetrahydro-2(1H)-pyrimidinone), C1CCOC1 (THF), C1CCOC1 (THF). Product: C1(=CC=CC=C1)CCN1N=C(C(=C1Br)C(=O)OCC)N(CC1=CC=C(C=C1)C1=C(C=CC=C1)C1=NN=NN1C(C1=CC=CC=C1)(C1=CC=CC=C1)C1=CC=CC=C1)CCC (N-[1-(2-phenylethyl)-4-ethoxycarbonyl-5-bromopyrazol-3-yl]-N-[(2'-(N-triphenylmethyl-(1H-tetrazol-5-yl))-biphenyl-4-yl)methyl]-n-propylamine). As a reaction SMILES: C[Si]([N-][Si](C)(C)C)(C)C.[Li+].CCCCCC.[C:17]1([CH2:23][CH2:24][N:25]2[CH:29]=[C:28]([C:30]([O:32][CH2:33][CH3:34])=[O:31])[C:27]([N:35]([CH2:73][CH2:74][CH3:75])[CH2:36][C:37]3[CH:42]=[CH:41][C:40]([C:43]4[CH:48]=[CH:47][CH:46]=[CH:45][C:44]=4[C:49]4[N:53]([C:54]([C:67]5[CH:72]=[CH:71][CH:70]=[CH:69][CH:68]=5)([C:61]5[CH:66]=[CH:65][CH:64]=[CH:63][CH:62]=5)[C:55]5[CH:60]=[CH:59][CH:58]=[CH:57][CH:56]=5)[N:52]=[N:51][N:50]=4)=[CH:39][CH:38]=3)=[N:26]2)[CH:22]=[CH:21][CH:20]=[CH:19][CH:18]=1.[Br:76]C(F)(F)C(Br)(F)F.[Cl-].[NH4+]>C1COCC1.CN1CCCN(C)C1=O>[C:17]1([CH2:23][CH2:24][N:25]2[C:29]([Br:76])=[C:28]([C:30]([O:32][CH2:33][CH3:34])=[O:31])[C:27]([N:35]([CH2:73][CH2:74][CH3:75])[CH2:36][C:37]3[CH:42]=[CH:41][C:40]([C:43]4[CH:48]=[CH:47][CH:46]=[CH:45][C:44]=4[C:49]4[N:53]([C:54]([C:67]5[CH:68]=[CH:69][CH:70]=[CH:71][CH:72]=5)([C:61]5[CH:62]=[CH:63][CH:64]=[CH:65][CH:66]=5)[C:55]5[CH:56]=[CH:57][CH:58]=[CH:59][CH:60]=5)[N:52]=[N:51][N:50]=4)=[CH:39][CH:38]=3)=[N:26]2)[CH:22]=[CH:21][CH:20]=[CH:19][CH:18]=1 |f:0.1.2,5.6|. Procedure: 1.52 ml of 1.0M lithium bis(trimethylsilyl)amide/hexane solution were added to THF solution (20 ml) containing 395 mg of N-[1-(2-phenylethyl)-4-ethoxycarbonylpyrazol-3-yl]-N-[(2'-(N-triphenylmethyl-(1H-tetrazol-5-yl))biphenyl-4-yl)methyl]-n-propylamine and 0.18 ml of 1,3-dimethyl-3,4,5,6-tetrahydro-2(1H)-pyrimidinone, at room temperature, and then heated under reflux for 30 minutes. 0.60 ml of 1,2-dibromo-1,1,2,2-tetrafluoroethane was added thereto and heated under reflux for further 30 minutes.... Reactants: C[O-].[Na+] (Sodium methanolate), C(#N)C1=C(C=C(C=C1)N1C(NC(=CC1=O)C(F)(F)F)=O)[N+](=O)[O-] (3-[4-cyano-3-nitrophenyl]-6-trifluoromethyl-1,2,3,4-tetrahydro-pyrimidine-2,4-dione), Cl (hydrochloric acid), O (water). The solvent is CO (methanol), CO (methanol). The product is C(#N)C1=C(C=C(C=C1)N1C(NC(=CC1=O)C(F)(F)F)=O)OC (3-[4-Cyano-3-methoxyphenyl]-6-trifluoromethyl-1,2,3,4-tetrahydro-pyrimidine-2,4-dione). Reaction SMILES: [CH3:1][O-:2].[Na+].[C:4]([C:6]1[CH:11]=[CH:10][C:9]([N:12]2[C:17](=[O:18])[CH:16]=[C:15]([C:19]([F:22])([F:21])[F:20])[NH:14][C:13]2=[O:23])=[CH:8][C:7]=1[N+]([O-])=O)#[N:5].O.Cl>CO>[C:4]([C:6]1[CH:11]=[CH:10][C:9]([N:12]2[C:17](=[O:18])[CH:16]=[C:15]([C:19]([F:22])([F:21])[F:20])[NH:14][C:13]2=[O:23])=[CH:8][C:7]=1[O:2][CH3:1])#[N:5] |f:0.1|. Procedure details: Sodium methanolate solution (2.8 g of a 30 percent strength solution in methanol) was added to a solution of 3-[4-cyano-3-nitrophenyl]-6-trifluoromethyl-1,2,3,4-tetrahydro-pyrimidine-2,4-dione (2.4 g) in 50 ml of anhydrous methanol. The reaction mixture was subsequently refluxed for 5 hours. After cooling, water (50 ml) was added first, followed by 10% strength aqueous hydrochloric acid to a pH of 3-4. The precipitate formed was subsequently separated off, washed with water and petroleum ether a...